Dataset: the Open Reaction Database (ORD), a public repository of structured organic reaction records. Task: describe an organic reaction: reactants, conditions, products, and yield The reactants are NC1=C(C(=C(C(=O)OCC)C=C1F)F)OC(F)F (ethyl 4-amino-2,5-difluoro-3-difluoromethoxybenzoate), [OH-].[Na+] (sodium hydroxide), Cl (hydrochloric acid). Run in C(C)O (ethanol). Run at temperature 40 celsius, time 1 hour. Yields the product NC1=C(C(=C(C(=O)O)C=C1F)F)OC(F)F (4-amino-2,5-difluoro-3-difluoromethoxybenzoic acid). RXN SMILES: [NH2:1][C:2]1[C:12]([F:13])=[CH:11][C:5]([C:6]([O:8]CC)=[O:7])=[C:4]([F:14])[C:3]=1[O:15][CH:16]([F:18])[F:17].[OH-].[Na+].Cl>C(O)C>[NH2:1][C:2]1[C:12]([F:13])=[CH:11][C:5]([C:6]([OH:8])=[O:7])=[C:4]([F:14])[C:3]=1[O:15][CH:16]([F:17])[F:18] |f:1.2|. Procedure: In 61 ml of ethanol was suspended 12.3 g of ethyl 4-amino-2,5-difluoro-3-difluoromethoxybenzoate, and 31 ml of 2N aqueous sodium hydroxide solution was added to the suspension, after which the resulting mixture was stirred at 40° C. for one hour. To the reaction mixture was added 35 ml of 2N hydrochloric acid and the precipitate formed was collected by filtration, to obtain 10.6 g of colorless, crystalline 4-amino-2,5-difluoro-3-difluoromethoxybenzoic acid. The reactants are C(=O)(OCC)CCCCCCC=1C(CCC1)=O (2-(6-carbethoxyhexyl)-2-cyclopentenone), C(CC)S (propanethiol), N1CCCCC1 (piperidine). Conditions: time 5 day. The product is C(=O)(OCC)CCCCCCC1C(CCC1SCCC)=O (2-(carbethoxyhexyl)-3-propylthio-cyclopentanone). Reaction SMILES: [C:1]([CH2:6][CH2:7][CH2:8][CH2:9][CH2:10][CH2:11][C:12]1[C:13](=[O:17])[CH2:14][CH2:15][CH:16]=1)([O:3][CH2:4][CH3:5])=[O:2].[CH2:18]([SH:21])[CH2:19][CH3:20].N1CCCCC1>>[C:1]([CH2:6][CH2:7][CH2:8][CH2:9][CH2:10][CH2:11][CH:12]1[CH:16]([S:21][CH2:18][CH2:19][CH3:20])[CH2:15][CH2:14][C:13]1=[O:17])([O:3][CH2:4][CH3:5])=[O:2]. Procedure: A mixture of 6 g. of 2-(6-carbethoxyhexyl)-2-cyclopentenone, 10 ml. of propanethiol, and 7.2 ml. of piperidine is allowed to stand for 5 days at room temperature, then diluted with 150 ml. of ether, and the ether phase is washed first with a mixture of 60 ml. of ice water and 6 ml. of concentrated HCl, and then with saturated aqueous NaCl solution, dried over NaSO4, and the solvent distilled off. After purifying the residue by chromatography (silica gel/chloroform), 2-(carbethoxyhexyl)-3-propylt... The reactants are [Cl-].[Al+3].[Cl-].[Cl-] (Aluminum chloride), CC12S[C@H]3N(C1(C(=O)OCC(Cl)(Cl)Cl)C2)C(C3NC(CC3=CC=CC=C3)=O)=O (2,2,2-trichloroethyl 2-methyl-2,3-methylene-6-(2-phenylacetamido)penam-3-carboxylate). The solvent is ClCCl (dichloromethane). Reaction conditions: time 7 hour. Product: CC1S[C@H]2N(C(=C1)C(=O)OCC(Cl)(Cl)Cl)C(C2NC(CC2=CC=CC=C2)=O)=O (2,2,2-trichloroethyl 2-methyl-7-(2-phenylacetamido)-3-cephem-4-carboxylate). The yield is 26.1%. RXN SMILES: [Cl-].[Al+3].[Cl-].[Cl-].[CH3:5][C:6]12[CH2:19][C:10]1([C:11]([O:13][CH2:14][C:15]([Cl:18])([Cl:17])[Cl:16])=[O:12])[N:9]1[C:20](=[O:32])[CH:21]([NH:22][C:23](=[O:31])[CH2:24][C:25]3[CH:30]=[CH:29][CH:28]=[CH:27][CH:26]=3)[C@H:8]1[S:7]2>ClCCl>[CH3:5][CH:6]1[CH:19]=[C:10]([C:11]([O:13][CH2:14][C:15]([Cl:16])([Cl:17])[Cl:18])=[O:12])[N:9]2[C:20](=[O:32])[CH:21]([NH:22][C:23](=[O:31])[CH2:24][C:25]3[CH:26]=[CH:27][CH:28]=[CH:29][CH:30]=3)[C@H:8]2[S:7]1 |f:0.1.2.3|. Reported procedure: Aluminum chloride (2.66 g.) was added under ice-cooling to a solution of 2,2,2-trichloroethyl 2-methyl-2,3-methylene-6-(2-phenylacetamido)penam-3-carboxylate (9.2 g.) in dried dichloromethane (100 ml.) and the mixture was stirred for 7 hours at room temperature. After the reaction, the reaction mixture was washed in turn with 2% hydrochloric acid three times, a saturated sodium bicarbonate aqueous solution and a saturated sodium chloride aqueous solution and then dried over magnesium sulfate. Af... The reactants are C1(CCCCC1)NC1CCCCC1 (dicyclohexylamine), C=O (paraformaldehyde), ClC=1C=C(C=CC1C1CCCCC1)C#C (3-chloro-4-cyclohexyl-1 -ethynylbenzene). Yields the product Cl.C1(CCCCC1)N(C1CCCCC1)CC#CC1=CC(=C(C=C1)C1CCCCC1)Cl (N,N-Dicyclohexyl-3-(3-chloro-4-cyclohexylphenyl)-prop-2-ynylamine hydrochloride). Reaction SMILES: [CH:1]1([NH:7][CH:8]2[CH2:13][CH2:12][CH2:11][CH2:10][CH2:9]2)[CH2:6][CH2:5][CH2:4][CH2:3][CH2:2]1.[CH2:14]=O.[Cl:16][C:17]1[CH:18]=[C:19]([C:29]#[CH:30])[CH:20]=[CH:21][C:22]=1[CH:23]1[CH2:28][CH2:27][CH2:26][CH2:25][CH2:24]1>>[ClH:16].[CH:8]1([N:7]([CH2:14][C:30]#[C:29][C:19]2[CH:20]=[CH:21][C:22]([CH:23]3[CH2:28][CH2:27][CH2:26][CH2:25][CH2:24]3)=[C:17]([Cl:16])[CH:18]=2)[CH:1]2[CH2:2][CH2:3][CH2:4][CH2:5][CH2:6]2)[CH2:9][CH2:10][CH2:11][CH2:12][CH2:13]1 |f:3.4|. Procedure details: This compound is prepared, following the procedure described in Example I, by reacting dicyclohexylamine and paraformaldehyde with 3-chloro-4-cyclohexyl-1 -ethynylbenzene. Yields the product BrC1=C(C=C(C(=O)Cl)C=C1)S(N)(=O)=O (4-Bromo-3-sulfamoylbenzoyl chloride). The solvent is S(=O)(Cl)Cl (thionyl chloride), O1CCOCC1 (dioxane). Reactants: BrC1=C(C=C(C(=O)O)C=C1)S(N)(=O)=O (4-bromo-3-sulfamoylbenzoic acid), Cl (HCl). Procedure details: 10 g of 4-bromo-3-sulfamoylbenzoic acid were heated under reflux in a mixture of 80 ml of thionyl chloride and 50 ml of dioxane until HCl had completely developped. Then, the reaction mixture was concentrated under reduced pressure to 40 ml, 200 ml of petroleum ether were added and the crystals were filtered off. Melting point: 138° C (decomposition). RXN SMILES: [Br:1][C:2]1[CH:10]=[CH:9][C:5]([C:6](O)=[O:7])=[CH:4][C:3]=1[S:11](=[O:14])(=[O:13])[NH2:12].[ClH:15]>S(Cl)(Cl)=O.O1CCOCC1>[Br:1][C:2]1[CH:10]=[CH:9][C:5]([C:6]([Cl:15])=[O:7])=[CH:4][C:3]=1[S:11](=[O:14])(=[O:13])[NH2:12].